Dataset: the Open Reaction Database (ORD), a public repository of structured organic reaction records. Task: describe an organic reaction: reactants, conditions, products, and yield The product is COc1ccc2[nH]c(S(=O)Cc3ncc(C)c(OC)c3C)nc2c1. Starting materials: COc1ccc2nc(SCc3ncc(C)c(OC)c3C)[nH]c2c1, CCOC(C)=O, O=C(OO)c1cccc(Cl)c1. RXN SMILES: [CH3:1][O:2][c:3]1[cH:4][c:5]2[c:6]([n:7][c:8]([S:10][CH2:11][c:12]3[n:13][cH:14][c:15]([CH3:21])[c:16]([O:19][CH3:20])[c:17]3[CH3:18])[nH:9]2)[cH:22][cH:23]1.[CH3:35][CH2:36][O:37][C:38](=[O:39])[CH3:40].[OH:24][O:25][C:26]([c:27]1[cH:28][c:29]([Cl:30])[cH:31][cH:32][cH:33]1)=[O:34]>>[CH3:1][O:2][c:3]1[cH:4][c:5]2[c:6]([nH:7][c:8]([S:10]([CH2:11][c:12]3[n:13][cH:14][c:15]([CH3:21])[c:16]([O:19][CH3:20])[c:17]3[CH3:18])=[O:24])[n:9]2)[cH:22][cH:23]1. Starting materials: CC(C)C1CNCCN1C(=O)OC(C)(C)C, COCCOC, COC(=O)c1cccc2oc(Cl)nc12, [H-], [Na+]. The product is COC(=O)c1cccc2oc(N3CCN(C(=O)OC(C)(C)C)C(C(C)C)C3)nc12. As a reaction SMILES: [C:1]([CH3:2])([CH3:3])([CH3:4])[O:5][C:6](=[O:7])[N:8]1[CH:9]([CH:14]([CH3:15])[CH3:16])[CH2:10][NH:11][CH2:12][CH2:13]1.[CH3:33][O:34][CH2:35][CH2:36][O:37][CH3:38].[Cl:19][c:20]1[o:21][c:22]2[c:23]([n:24]1)[c:25]([C:29](=[O:30])[O:31][CH3:32])[cH:26][cH:27][cH:28]2.[H-:18].[Na+:17]>>[C:1]([CH3:2])([CH3:3])([CH3:4])[O:5][C:6](=[O:7])[N:8]1[CH:9]([CH:14]([CH3:15])[CH3:16])[CH2:10][N:11]([c:20]2[o:21][c:22]3[c:23]([n:24]2)[c:25]([C:29](=[O:30])[O:31][CH3:32])[cH:26][cH:27][cH:28]3)[CH2:12][CH2:13]1. Reactants: C(C1=CC=CC=C1)OC(=O)N[C@H](CCC(=O)OC(C)(C)C)C#N (tert-butyl (4R)-4-(benzyloxycarbonylamino)-4-cyanobutyrate), [Cl-].[NH4+] (ammonium chloride), [N-]=[N+]=[N-].[Na+] (sodium azide). Solvent: CN(C)C=O (DMF). Yields the product C(C1=CC=CC=C1)OC(=O)N[C@H](CCC(=O)OC(C)(C)C)C1=NN=NN1 (tert-butyl (4R)-4-(benzyloxycarbonylamino)-4-(tetrazol-5-yl)butyrate). Yield: 84.3%. Reaction SMILES: [CH2:1]([O:8][C:9]([NH:11][C@@H:12]([C:22]#[N:23])[CH2:13][CH2:14][C:15]([O:17][C:18]([CH3:21])([CH3:20])[CH3:19])=[O:16])=[O:10])[C:2]1[CH:7]=[CH:6][CH:5]=[CH:4][CH:3]=1.[Cl-].[NH4+].[N-:26]=[N+:27]=[N-:28].[Na+]>CN(C=O)C>[CH2:1]([O:8][C:9]([NH:11][C@@H:12]([C:22]1[NH:28][N:27]=[N:26][N:23]=1)[CH2:13][CH2:14][C:15]([O:17][C:18]([CH3:19])([CH3:20])[CH3:21])=[O:16])=[O:10])[C:2]1[CH:7]=[CH:6][CH:5]=[CH:4][CH:3]=1 |f:1.2,3.4|. Procedure details: A mixture of tert-butyl (4R)-4-(benzyloxycarbonylamino)-4-cyanobutyrate (1.53 g, 4.8 mmol), ammonium chloride (0.28 g, 5.2 mmol), sodium azide (0.345 g, 5.3 mmol) and dry DMF (6 ml) was stirred and heated at 90°-95° C. under argon for 20 hours. The mixture was cooled and concentrated and the residue partitioned between ice-cooled water (40 ml) and ethyl acetate (30 ml) with the pH of the aqueous phase being adjusted to 3 by the addition of 10% aqueous citric acid solution (ca. 10 ml). The aqueou... The reactants are CC(=C)C(=O)OCCO.C(C(=C)C)(=O)OCCCCCCCCCCCCCCCCCC (HEMA stearyl methacrylate), C(C(=C)C)(=O)OCC(CCCC)CC (2-ethylhexyl methacrylate), C(C(=C)C)(=O)OCCCCCCCCCCCC (lauryl methacrylate). Yields the product CC(=C)C(=O)OCCO.C(C(=C)C)(=O)OC (Hema methyl methacrylate). RXN SMILES: [CH3:1][C:2]([C:4]([O:6][CH2:7][CH2:8][OH:9])=[O:5])=[CH2:3].[C:10]([O:15][CH2:16]CCCCCCCCCCCCCCCCC)(=[O:14])[C:11]([CH3:13])=[CH2:12].C(OCC(CC)CCCC)(=O)C(C)=C.C(OCCCCCCCCCCCC)(=O)C(C)=C>>[CH3:3][C:2]([C:4]([O:6][CH2:7][CH2:8][OH:9])=[O:5])=[CH2:1].[C:10]([O:15][CH3:16])(=[O:14])[C:11]([CH3:13])=[CH2:12] |f:0.1,4.5|. Procedure details: The HEMA-stearyl methacrylate copolymer (90:10) was generally best in weatherability and dirt resistance, on the concrete substrate. It was somewhat inferior only to 100% polyHEMA in graffiti resistance. Subsequent experiments of the same type showed that neither 60:40 copolymers with (a) 2-ethylhexyl methacrylate, nor (b) lauryl methacrylate had the solvent resistance needed for repeated graffiti removal cycling. RXN SMILES: [Cl:1][C:2]1[CH:7]=[CH:6][C:5]([C:8]2[N:12]([C:13]3[CH:18]=[CH:17][C:16]([O:19][CH3:20])=[CH:15][CH:14]=3)[N:11]=[C:10]([CH2:21][CH2:22][CH2:23][OH:24])[CH:9]=2)=[CH:4][CH:3]=1.CC(C)=[O:27]>>[Cl:1][C:2]1[CH:3]=[CH:4][C:5]([C:8]2[N:12]([C:13]3[CH:18]=[CH:17][C:16]([O:19][CH3:20])=[CH:15][CH:14]=3)[N:11]=[C:10]([CH2:21][CH2:22][C:23]([OH:27])=[O:24])[CH:9]=2)=[CH:6][CH:7]=1. Procedure: To a solution of the alcohol 2 [(0.92 g, 2.68 millimoles (mM)] in acetone (25 ml) was added a 2N H2Cr2O7 (Jones Reagent) solution (3.02 ml, 6.04 mM) dropwise over a 10 minute time period. After stirring for 1 hour the reaction solution was decanted from the chromium precipitates on the sides of the reaction vessel. The reaction solution was concentrated in vacuo and taken up into ethyl acetate (EtOAc) (100 ml), washed with distilled H2O until the washes were clear, dried (MgSO4), filtered, and c... Reaction conditions: time 1 hour. Starting materials: ClC1=CC=C(C=C1)C1=CC(=NN1C1=CC=C(C=C1)OC)CCCO (5-(4-Chlorophenyl)-3-(3-hydroxypropyl)-1-(4-methoxyphenyl) pyrazole), H2Cr2O7, CC(=O)C (acetone). The product is ClC1=CC=C(C=C1)C1=CC(=NN1C1=CC=C(C=C1)OC)CCC(=O)O (3-[5-(4-Chlorophenyl)-1-(4-methoxyphenyl)-3-pyrazolyl] propionic acid). Yield: 92.0%. Reactants: Cc1nnc(-c2ccc3occ(-c4ccc(CO)cc4)c3c2)o1, ClCCCl, O=S(Cl)Cl. Yields the product Cc1nnc(-c2ccc3occ(-c4ccc(CCl)cc4)c3c2)o1. Reaction SMILES: [CH3:1][c:2]1[n:3][n:4][c:5](-[c:7]2[cH:8][cH:9][c:10]3[c:11]([c:12](-[c:15]4[cH:16][cH:17][c:18]([CH2:21][OH:22])[cH:19][cH:20]4)[cH:13][o:14]3)[cH:23]2)[o:6]1.[Cl:28][CH2:29][CH2:30][Cl:31].[S:24]([Cl:25])([Cl:26])=[O:27]>>[CH3:1][c:2]1[n:3][n:4][c:5](-[c:7]2[cH:8][cH:9][c:10]3[c:11]([c:12](-[c:15]4[cH:16][cH:17][c:18]([CH2:21][Cl:26])[cH:19][cH:20]4)[cH:13][o:14]3)[cH:23]2)[o:6]1. Starting materials: CO, Cn1c(CCNS(=O)(=O)c2ccc(F)cc2)ccc1C(=CCCCC(=O)O)c1cccnc1, [H][H], [Na+], [OH-]. Yields the product Cn1c(CCNS(=O)(=O)c2ccc(F)cc2)ccc1C(CCCCC(=O)O)c1cccnc1. RXN SMILES: [CH3:38][OH:39].[F:1][c:2]1[cH:3][cH:4][c:5]([S:8](=[O:9])(=[O:10])[NH:11][CH2:12][CH2:13][c:14]2[cH:15][cH:16][c:17]([C:20](=[CH:21][CH2:22][CH2:23][CH2:24][C:25](=[O:26])[OH:27])[c:28]3[cH:29][n:30][cH:31][cH:32][cH:33]3)[n:18]2[CH3:19])[cH:6][cH:7]1.[H:36][H:37].[Na+:35].[OH-:34]>>[F:1][c:2]1[cH:3][cH:4][c:5]([S:8](=[O:9])(=[O:10])[NH:11][CH2:12][CH2:13][c:14]2[cH:15][cH:16][c:17]([CH:20]([CH2:21][CH2:22][CH2:23][CH2:24][C:25](=[O:26])[OH:27])[c:28]3[cH:29][n:30][cH:31][cH:32][cH:33]3)[n:18]2[CH3:19])[cH:6][cH:7]1.